Dataset: the Open Reaction Database (ORD), a public repository of structured organic reaction records. Task: describe an organic reaction: reactants, conditions, products, and yield The reactants are CC(=O)O[BH-](OC(C)=O)OC(C)=O, CC(=O)O, ClCCl, [Na+], CC(C)(C)OC(=O)N(Cc1ccc2c(c1)OCCO2)C1CCNCC1, O=CCn1c(=O)ccc2ccncc21, O. The product is CC(C)(C)OC(=O)N(Cc1ccc2c(c1)OCCO2)C1CCN(CCn2c(=O)ccc3ccncc32)CC1. As a reaction SMILES: [C:44]([O:45][BH-:46]([O:47][C:48](=[O:49])[CH3:50])[O:51][C:52](=[O:53])[CH3:54])(=[O:55])[CH3:56].[CH3:40][C:41](=[O:42])[OH:43].[Cl:58][CH2:59][Cl:60].[Na+:57].[O:15]1[CH2:16][CH2:17][O:18][c:19]2[c:20]1[cH:21][cH:22][c:23]([CH2:25][N:26]([C:27]([O:28][C:29]([CH3:30])([CH3:31])[CH3:32])=[O:33])[CH:34]1[CH2:35][CH2:36][NH:37][CH2:38][CH2:39]1)[cH:24]2.[O:1]=[c:2]1[n:3]([CH2:12][CH:13]=[O:14])[c:4]2[cH:5][n:6][cH:7][cH:8][c:9]2[cH:10][cH:11]1.[OH2:61]>>[O:1]=[c:2]1[n:3]([CH2:12][CH2:13][N:37]2[CH2:36][CH2:35][CH:34]([N:26]([CH2:25][c:23]3[cH:22][cH:21][c:20]4[c:19]([cH:24]3)[O:18][CH2:17][CH2:16][O:15]4)[C:27]([O:28][C:29]([CH3:30])([CH3:31])[CH3:32])=[O:33])[CH2:39][CH2:38]2)[c:4]2[cH:5][n:6][cH:7][cH:8][c:9]2[cH:10][cH:11]1. Starting materials: NC1=NC=2C=C(C=NC2C2=C1N=C(N2CC(C)(C)NS(=O)(=O)C)COCC)Br (N-{2-[4-amino-7-bromo-2-(ethoxymethyl)-1H-imidazo[4,5-c][1,5]naphthyridin-1-yl]-1,1-dimethylethyl}methanesulfonamide), OCC=1C=C(C=CC1)B(O)O (3-(hydroxymethyl)benzeneboronic acid), C([O-])([O-])=O.[Na+].[Na+] (sodium carbonate), O (water). The reagents and catalysts are C(C)(=O)[O-].[Pd+2].C(C)(=O)[O-] (palladium (II) acetate), C1(=CC=CC=C1)P(C1=CC=CC=C1)C1=CC=CC=C1 (triphenylphosphine). Solvent: C(CC)O (1-propanol). Product: NC1=NC=2C=C(C=NC2C2=C1N=C(N2CC(C)(C)NS(=O)(=O)C)COCC)C2=CC(=CC=C2)CO (N-(2-{4-amino-2-(ethoxymethyl)-7-[3-(hydroxymethyl)phenyl]-1H-imidazo[4,5-c][1,5]naphthyridin-1-yl}-1,1-dimethylethyl)methanesulfonamide). Isolated yield 77.1%. RXN SMILES: [NH2:1][C:2]1[C:11]2[N:12]=[C:13]([CH2:24][O:25][CH2:26][CH3:27])[N:14]([CH2:15][C:16]([NH:19][S:20]([CH3:23])(=[O:22])=[O:21])([CH3:18])[CH3:17])[C:10]=2[C:9]2[N:8]=[CH:7][C:6](Br)=[CH:5][C:4]=2[N:3]=1.[OH:29][CH2:30][C:31]1[CH:32]=[C:33](B(O)O)[CH:34]=[CH:35][CH:36]=1.C(=O)([O-])[O-].[Na+].[Na+].O>C(O)CC.C([O-])(=O)C.[Pd+2].C([O-])(=O)C.C1(P(C2C=CC=CC=2)C2C=CC=CC=2)C=CC=CC=1>[NH2:1][C:2]1[C:11]2[N:12]=[C:13]([CH2:24][O:25][CH2:26][CH3:27])[N:14]([CH2:15][C:16]([NH:19][S:20]([CH3:23])(=[O:22])=[O:21])([CH3:18])[CH3:17])[C:10]=2[C:9]2[N:8]=[CH:7][C:6]([C:35]3[CH:34]=[CH:33][CH:32]=[C:31]([CH2:30][OH:29])[CH:36]=3)=[CH:5][C:4]=2[N:3]=1 |f:2.3.4,7.8.9|. Procedure: The method described in Example 152 was used to treat N-{2-[4-amino-7-bromo-2-(ethoxymethyl)-1H-imidazo[4,5-c][1,5]naphthyridin-1-yl]-1,1-dimethylethyl}methanesulfonamide (1.2 g, 2.55 mmol) and 3-(hydroxymethyl)benzeneboronic acid (0.58 g, 3.8 mmol) in 1-propanol (15 mL) with triphenylphosphine (20.0 mg, 0.0760 mmol), aqueous sodium carbonate (3.82 mL of 2 M), water (3 mL), and palladium (II) acetate (5.7 mg, 0.025 mmol) with the following modifications. The reaction mixture was heated at reflux... Starting materials: CCOCC (ether), solution, C[C@@H]1N([C@@H](CCC1)C)CCCC(=O)OC (cis-2,6-dimethyl-1-piperidinebutyric acid, methyl ester), C1(=CC=CC=C1)[Li] (phenyl lithium), CCOCC (ether). The solvent is O (water), benzene-ether. Yields the product C[C@@H]1N([C@@H](CCC1)C)CCCC(O)(C1=CC=CC=C1)C1=CC=CC=C1 (cis-2,6-dimethyl-α,α-diphenyl-1-piperidinebutanol). As a reaction SMILES: [C:1]1([Li])[CH:6]=[CH:5][CH:4]=[CH:3][CH:2]=1.CCO[CH2:11][CH3:12].[CH3:13][C@H:14]1[CH2:19][CH2:18][CH2:17][C@@H:16]([CH3:20])[N:15]1[CH2:21][CH2:22][CH2:23][C:24]([O:26]C)=O>O>[CH3:20][C@H:16]1[CH2:17][CH2:18][CH2:19][C@@H:14]([CH3:13])[N:15]1[CH2:21][CH2:22][CH2:23][C:24]([C:12]1[CH:11]=[CH:3][CH:2]=[CH:1][CH:6]=1)([C:1]1[CH:6]=[CH:5][CH:4]=[CH:3][CH:2]=1)[OH:26]. Reported procedure: A 2M solution of phenyl lithium in benzene-ether (70 to 30), 100 ml., is added to 100 ml. of dry ether with stirring under a nitrogen atmosphere. The mixture is stirred and cooled to 0°-5° while a solution of 20 g. of cis-2,6-dimethyl-1-piperidinebutyric acid, methyl ester, in 100 ml. of dry ether is added slowly over a period of 15 minutes. After the addition is complete, the mixture is stirred an additional 2.5 hours at 0°-5°, then treated dropwise with 30 ml. of water. The organic layer is se... The reactants are ClC=1C=C(C(C(=O)O)=CC1)O (4-Chlorosalicylic acid), C(CC)I (n-propyl iodide), O1CCCC1 (tetrahydrofuran), oil, [H-].[Na+] (sodium hydride). Solvent: CN(C=O)C (dimethylformamide). Yields the product ClC1=CC(=C(C(=O)OCCC)C=C1)OCCC (n-Propyl 4-chloro-2-n-propoxybenzoate). Isolated yield 63.0%. As a reaction SMILES: [Cl:1][C:2]1[CH:3]=[C:4]([OH:11])[C:5](=[CH:9][CH:10]=1)[C:6]([OH:8])=[O:7].[H-].[Na+].[CH2:14](I)[CH2:15][CH3:16].O1C[CH2:21][CH2:20][CH2:19]1>CN(C)C=O>[Cl:1][C:2]1[CH:10]=[CH:9][C:5]([C:6]([O:8][CH2:14][CH2:15][CH3:16])=[O:7])=[C:4]([O:11][CH2:19][CH2:20][CH3:21])[CH:3]=1 |f:1.2|. Procedure: The synthesis was carried out according to the method of Example 18-(1). 4-Chlorosalicylic acid (8.5 g), : 60% oil sodium hydride (4.5 g), n-propyl iodide (50 g), tetrahydrofuran (30 ml) and dimethylformamide (25 ml) were used as reagents. The mixture was reacted for 1 hour at 90° C. After the reaction, the mixture was chromatographed on silica gel (hexane-ethyl acetate) to give 7.63 g of a colorless transparent liquid (yield 63%).